Dataset: the Open Reaction Database (ORD), a public repository of structured organic reaction records. Task: describe an organic reaction: reactants, conditions, products, and yield Starting materials: C(C1=CC=CC=C1)N1CC2=CC=C(C=C2C1)[N+](=O)[O-] (2-benzyl-5-nitro-2,3-dihydro-1H-isoindole), C(C1=CC=CC=C1)N1CC2=CC=C(C=C2C1)[N+](=O)[O-] (2-benzyl-5-nitro-2,3-dihydro-1H-isoindole), Cl (HCl). Reagents/catalysts: [OH-].[OH-].[Pd+2] (Pd(OH)2/C). Run in CCO (EtOH). Run at time 1 hour. The product is NC=1C=C2CNCC2=CC1 (5-aminoisoindoline). RXN SMILES: C([N:8]1[CH2:16][C:15]2[C:10](=[CH:11][CH:12]=[C:13]([N+:17]([O-])=O)[CH:14]=2)[CH2:9]1)C1C=CC=CC=1.Cl>CCO.[OH-].[OH-].[Pd+2]>[NH2:17][C:13]1[CH:14]=[C:15]2[C:10](=[CH:11][CH:12]=1)[CH2:9][NH:8][CH2:16]2 |f:3.4.5|. Procedure: Part B. To a solution of the isoindoline (5.40 g, 21.3 mmol) made above in EtOH (266 mL) under N2 was added 20% Pd(OH)2/C (3.00 g, 4.25 mmol). The reaction mixture was hydrogenated at 45 psi for 1 h. TLC analysis indicated that the nitro functionality was reduced and the Bn group was still intact. Therefore, concentrated HCl (1.6 mL, 19.1 mmol) was added to the reaction mixture and hydrogenation (50 psi) was continued overnight. The mixture was filtered through Celite®, washed with MeOH, and the... Reactants: C(C)N(CC)CCCN (diethylaminopropylamine), C1CC[C@H]2[C@H](C1)CCCC2=O (trans-1-decalone). Yields the product C(C)N(CCCNC1CCCC2CCCCC12)CC (1-(3-Diethylaminopropyl)aminodecalin). Reaction SMILES: [CH2:1]([N:3]([CH2:6][CH2:7][CH2:8][NH2:9])[CH2:4][CH3:5])[CH3:2].[CH2:10]1[CH2:15][C@@H:14]2[CH2:16][CH2:17][CH2:18][C:19](=O)[C@H:13]2[CH2:12][CH2:11]1>>[CH2:1]([N:3]([CH2:4][CH3:5])[CH2:6][CH2:7][CH2:8][NH:9][CH:15]1[CH:14]2[CH:13]([CH2:19][CH2:18][CH2:17][CH2:16]2)[CH2:12][CH2:11][CH2:10]1)[CH3:2]. Procedure details: Following the general procedure of Example 46, but starting with diethylaminopropylamine and trans-1-decalone, the title compound is produced. IR (liquid film) 3307, 2968, 2920, 2853, 2799, 1455, 1447, 1383, 1369, 1201, 1164, 1159, 1128, 1105, 1085, 1070. (PLA 2, diabetes-)